From a dataset of the Open Reaction Database (ORD), a public repository of structured organic reaction records. describe an organic reaction: reactants, conditions, products, and yield The reactants are NC1(CC1)C(=O)O (1-aminocyclopropanecarboxylic acid), COC=1C(=C(C(=O)Cl)C=CC1)C (3-methoxy-2-methylbenzoyl chloride). The solvent is N1=CC=CC=C1 (pyridine), CCOCC (ether), hexanes. Product: COC=1C(=C(C=CC1)C1=NC2(CC2)C(O1)=O)C (5-(3-methoxy-2-methyl-phenyl)-6-oxa-4-aza-spiro[2.4]hept-4-en-7-one). The yield is 78.3%. RXN SMILES: [NH2:1][C:2]1([C:5]([OH:7])=[O:6])[CH2:4][CH2:3]1.[CH3:8][O:9][C:10]1[C:11]([CH3:19])=[C:12]([CH:16]=[CH:17][CH:18]=1)[C:13](Cl)=O>N1C=CC=CC=1.CCOCC>[CH3:8][O:9][C:10]1[C:11]([CH3:19])=[C:12]([C:13]2[O:6][C:5](=[O:7])[C:2]3([CH2:4][CH2:3]3)[N:1]=2)[CH:16]=[CH:17][CH:18]=1. Procedure: To a stirred solution of 1-aminocyclopropanecarboxylic acid (1.06 g, 10.5 mmol) in pyridine (20 mL) cooled to ˜5° C., solid 3-methoxy-2-methylbenzoyl chloride (4.35 g, 23.6 mmol) was added. The mixture was stirred at room temperature for 1 week and evaporated under reduced pressure to leave an oily solid. This material was taken up in 20% ether in hexanes (175 mL), washed with water (50 mL), 5% aqueous HCl (2×50 mL) and saturated aqueous NaHCO3 (50 mL). The organic layer was dried over MgSO4 and... The reactants are C(C)(C)(C)C1=C(C=C(C(=C1)OS(NCC)(=O)=O)C)SS(=O)(=O)C1=CC=C(C=C1)C (toluene-4-thiosulfonic acid S-(2-tert-butyl-4-ethylsulfamoyloxy-5-methyl-phenyl) ester), OC=1CC(OC(C1)=O)(CCC1=CC=C(C=C1)NC([O-])=O)CCC1=CC=C(C=C1)NC([O-])=O ((3,6-dihydro-4-hydroxy-6-oxo-2H-pyran-2,2-diyl)bis[2,1-ethanediyl-(4,1-phenylene)]-biscarbamate), C(=O)([O-])[O-].[K+].[K+] (K2CO3), CN(C)C=O (DMF). Solvent: CCOC(=O)C (EtOAc), CCOC(=O)C (EtOAc). Conditions: time 3 hour. Product: C(C)(C)(C)C=1C(=CC(=C(C1)OS(NCC)(=O)=O)C)SC=1C(OC(CC1O)(CCC1=CC=C(C=C1)N)CCC1=CC=C(C=C1)N)=O (Ethyl-sulfamic acid 5-tert-butyl-4-{6,6-bis-[2-(4-amino-phenyl)-ethyl]-4-hydroxy-2-oxo-5,6-dihydro-2H-pyran-3-ylsulfanyl}2-methyl-phenyl ester). RXN SMILES: [C:1]([C:5]1[CH:10]=[C:9]([O:11][S:12](=[O:17])(=[O:16])[NH:13][CH2:14][CH3:15])[C:8]([CH3:18])=[CH:7][C:6]=1[S:19]S(C1C=CC(C)=CC=1)(=O)=O)([CH3:4])([CH3:3])[CH3:2].[OH:30][C:31]1[CH2:32][C:33]([CH2:50][CH2:51][C:52]2[CH:57]=[CH:56][C:55]([NH:58]C(=O)[O-])=[CH:54][CH:53]=2)([CH2:38][CH2:39][C:40]2[CH:45]=[CH:44][C:43]([NH:46]C(=O)[O-])=[CH:42][CH:41]=2)[O:34][C:35](=[O:37])[CH:36]=1.C([O-])([O-])=O.[K+].[K+].CN(C=O)C>CCOC(C)=O>[C:1]([C:5]1[C:6]([S:19][C:36]2[C:35](=[O:37])[O:34][C:33]([CH2:38][CH2:39][C:40]3[CH:41]=[CH:42][C:43]([NH2:46])=[CH:44][CH:45]=3)([CH2:50][CH2:51][C:52]3[CH:53]=[CH:54][C:55]([NH2:58])=[CH:56][CH:57]=3)[CH2:32][C:31]=2[OH:30])=[CH:7][C:8]([CH3:18])=[C:9]([O:11][S:12](=[O:16])(=[O:17])[NH:13][CH2:14][CH3:15])[CH:10]=1)([CH3:2])([CH3:3])[CH3:4] |f:2.3.4|. Procedure: To a round bottom flask equipped with a magnetic stirrer were added toluene-4-thiosulfonic acid S-(2-tert-butyl-4-ethylsulfamoyloxy-5-methyl-phenyl) ester (prepared in Example VVV; 0.218 g, 0.470 mmol), (1,1-dimethylethyl)[(3,6-dihydro-4-hydroxy-6-oxo-2H-pyran-2,2-diyl)bis[2,1-ethanediyl-(4,1-phenylene)]-biscarbamate (prepared in Example OO; 0.200 g, 0.380 mmol), K2CO3 (0.260 g, 1.88 mmol), and DMF (8 mL), as described in General Method 9. The reaction was stirred at room temperature for 3 hours... Reactants: C(C)(C)(C)OC(=O)NC(C(=O)O)C(C)(C)F (2-(tert-butoxycarbonylamino)-3-fluoro-3-methylbutanoic acid), Cl.CN (methylamine hydrochloride), C(C)(C)N(C(C)C)CC (N,N-diisopropylethylamine), O.ON1N=NC2=C1C=CC=C2 (1-Hydroxybenzotriazole hydrate), CN(CCCN=C=NCC)C (N-(3-dimethylaminopropyl)-N′-ethylcarbodiimide). The solvent is ClCCl (dichloromethane), ClCCl (dichloromethane). Run at time 18 hour. Yields the product FC(C(C(=O)NC)NC(OC(C)(C)C)=O)(C)C (tert-butyl 3-fluoro-3-methyl-1-(methylamino)-1-oxobutan-2-ylcarbamate). As a reaction SMILES: [C:1]([O:5][C:6]([NH:8][CH:9]([C:13]([F:16])([CH3:15])[CH3:14])[C:10](O)=[O:11])=[O:7])([CH3:4])([CH3:3])[CH3:2].Cl.CN.[CH:20]([N:23](CC)C(C)C)(C)C.O.ON1C2C=CC=CC=2N=N1.CN(C)CCCN=C=NCC>ClCCl>[F:16][C:13]([CH3:15])([CH3:14])[CH:9]([NH:8][C:6](=[O:7])[O:5][C:1]([CH3:4])([CH3:3])[CH3:2])[C:10]([NH:23][CH3:20])=[O:11] |f:1.2,4.5|. Procedure details: Intermediate 66A (290 mg, 1.23 mmol) and methylamine hydrochloride (100 mg, 1.48 mmol) were dissolved in dichloromethane (5 mL) and N,N-diisopropylethylamine (0.65 mL, 3.70 mmol). 1-Hydroxybenzotriazole hydrate (283 mg, 1.85 mmol) and N-(3-dimethylaminopropyl)-N′-ethylcarbodiimide (354 mg, 1.85 mmol) were added, and the solution was stirred for 18 hours. The mixture was diluted additional dichloromethane and washed with saturated aqueous ammonium chloride solution and brine. The organic layer wa... The reactants are C1(=CC(=CC=C1)N=C=O)C (m-Tolyl isocyanate), C=1(C(=CC=CC1)C(=O)CN1C(C(CN(C2=C1C=CC=C2)C(C(C)(C)C)=O)N)=O)C (1-(2-Toluoylmethyl)-2-oxo-3-amino-5-pivaloyl-1,3,4,5-tetrahydro-2H-1,5-benzodiazepine), resultant mixture. Solvent: O1CCCC1 (tetrahydrofuran). Yields the product C=1(C(=CC=CC1)C(=O)CN1C(C(CN(C2=C1C=CC=C2)C(C(C)(C)C)=O)NC(=O)NC2=CC(=CC=C2)C)=O)C (1-[1-(2-toluoylmethyl)-2-oxo-5-pivaloyl-1,3,4,5-tetrahydro-2H-1,5-benzodiazepin-3-yl]-3-(3-methylphenyl)urea). The yield is 54.5%. RXN SMILES: [C:1]1([CH3:29])[C:2]([C:7]([CH2:9][N:10]2[C:16]3[CH:17]=[CH:18][CH:19]=[CH:20][C:15]=3[N:14]([C:21](=[O:26])[C:22]([CH3:25])([CH3:24])[CH3:23])[CH2:13][CH:12]([NH2:27])[C:11]2=[O:28])=[O:8])=[CH:3][CH:4]=[CH:5][CH:6]=1.[C:30]1([CH3:39])[CH:35]=[CH:34][CH:33]=[C:32]([N:36]=[C:37]=[O:38])[CH:31]=1>O1CCCC1>[C:1]1([CH3:29])[C:2]([C:7]([CH2:9][N:10]2[C:16]3[CH:17]=[CH:18][CH:19]=[CH:20][C:15]=3[N:14]([C:21](=[O:26])[C:22]([CH3:24])([CH3:25])[CH3:23])[CH2:13][CH:12]([NH:27][C:37]([NH:36][C:32]3[CH:33]=[CH:34][CH:35]=[C:30]([CH3:39])[CH:31]=3)=[O:38])[C:11]2=[O:28])=[O:8])=[CH:3][CH:4]=[CH:5][CH:6]=1. Procedure details: 1-(2-Toluoylmethyl)-2-oxo-3-amino-5-pivaloyl-1,3,4,5-tetrahydro-2H-1,5-benzodiazepine (411 mg) was dissolved in tetrahydrofuran. m-Tolyl isocyanate (146 mg) was added thereto, and the resultant mixture was stirred at room temperature for 30 minutes. The solution was concentrated under reduced pressure, and the residue was purified by silica gel column chromatography (n-hexane:ethyl acetate=1:1), to thereby obtain 300 mg of the title compound. Reactants: CCOC(C)(OCC)P(=O)(CC1CCCCC1)OCC, C[Si](C)(C)Cl, CCO, ClCCl. The product is CCO[PH](=O)CC1CCCCC1. Reaction SMILES: [CH2:6]([CH3:7])[O:8][P:9](=[O:10])([CH2:11][CH:12]1[CH2:13][CH2:14][CH2:15][CH2:16][CH2:17]1)[C:18]([O:19][CH2:20][CH3:21])([O:22][CH2:23][CH3:24])[CH3:25].[CH3:1][Si:2]([CH3:3])([CH3:4])[Cl:5].[CH3:29][CH2:30][OH:31].[Cl:26][CH2:27][Cl:28]>>[CH2:6]([CH3:7])[O:8][PH:9](=[O:10])[CH2:11][CH:12]1[CH2:13][CH2:14][CH2:15][CH2:16][CH2:17]1. Starting materials: C(C)(C)(C)OC(=O)NCC1=CC=C(C=C1)CNS(=O)(=O)C1=C2C=CN=CC2=CC=C1 (N-(tert-butoxycarbonyl)-N′-[(5-isoquinolyl)sulfonyl]-1,4-xylylenediamine), Cl (hydrogen chloride). Solvent: CO (methanol). The product is C1=NC=CC2=C(C=CC=C12)S(=O)(=O)NCC1=CC=C(C=C1)CN (N-[(5-isoquinolyl)sulfonyl]-1,4-xylylenediamine). The yield is 80.5%. Reaction SMILES: C(OC([NH:8][CH2:9][C:10]1[CH:15]=[CH:14][C:13]([CH2:16][NH:17][S:18]([C:21]2[CH:30]=[CH:29][CH:28]=[C:27]3[C:22]=2[CH:23]=[CH:24][N:25]=[CH:26]3)(=[O:20])=[O:19])=[CH:12][CH:11]=1)=O)(C)(C)C.Cl>CO>[CH:26]1[C:27]2[C:22](=[C:21]([S:18]([NH:17][CH2:16][C:13]3[CH:14]=[CH:15][C:10]([CH2:9][NH2:8])=[CH:11][CH:12]=3)(=[O:19])=[O:20])[CH:30]=[CH:29][CH:28]=2)[CH:23]=[CH:24][N:25]=1. Reported procedure: According to Reference Example 5, Step C, a reaction was performed by using Intermediate 60 (6 g) and 10% hydrogen chloride in methanol (20 ml) to obtain the title compound (3.7 g).